This data is from the Open Reaction Database (ORD), a public repository of structured organic reaction records. The task is: describe an organic reaction: reactants, conditions, products, and yield Reaction SMILES: [NH2:1][C@H:2]([C:10]([OH:12])=[O:11])[CH2:3][C:4]1[CH:9]=CC=C[CH:5]=1.N[C@H](C(O)=O)CCCCN>>[NH2:1][C@H:2]([C:10]([OH:12])=[O:11])[CH2:3][CH:4]([CH3:9])[CH3:5]. Reactants: ( 6 ), N[C@@H](CCCCN)C(=O)O (Lys), ( 3 ), N[C@@H](CC1=CC=CC=C1)C(=O)O (Phe), ( 4 ). Procedure details: * 6.00 (6); Phe. 3.94 (4); Lys. 3.32 (3) The product is N[C@@H](CC(C)C)C(=O)O (Leu).